The task is: describe an organic reaction: reactants, conditions, products, and yield. This data is from the Open Reaction Database (ORD), a public repository of structured organic reaction records. The reactants are COc1ccc(CC#N)cc1C(=O)NCc1ccc(C(F)(F)F)cc1, CCO, [Na+], [OH-], O, OO. Product: COc1ccc(CC(N)=O)cc1C(=O)NCc1ccc(C(F)(F)F)cc1. RXN SMILES: [C:1](#[N:2])[CH2:3][c:4]1[cH:5][cH:6][c:7]([O:24][CH3:25])[c:8]([C:9](=[O:10])[NH:11][CH2:12][c:13]2[cH:14][cH:15][c:16]([C:19]([F:20])([F:21])[F:22])[cH:17][cH:18]2)[cH:23]1.[CH3:26][CH2:27][OH:28].[Na+:32].[OH-:31].[OH2:33].[OH:29][OH:30]>>[C:1]([NH2:2])([CH2:3][c:4]1[cH:5][cH:6][c:7]([O:24][CH3:25])[c:8]([C:9](=[O:10])[NH:11][CH2:12][c:13]2[cH:14][cH:15][c:16]([C:19]([F:20])([F:21])[F:22])[cH:17][cH:18]2)[cH:23]1)=[O:28]. Run in O (water), C(Cl)(Cl)(Cl)Cl (carbon tetrachloride), O (water). Reaction SMILES: [CH3:1][C:2]1([CH3:20])[C:11]2[C:6](=[CH:7][C:8]([CH:12]([CH2:15][CH2:16][CH2:17][CH2:18][CH3:19])[CH2:13][OH:14])=[CH:9][CH:10]=2)[O:5][CH2:4][CH2:3]1.C(#N)C.I([O-])(=O)(=O)=[O:25].[Na+].Cl>C(Cl)(Cl)(Cl)Cl.O.[Ru](Cl)(Cl)Cl>[CH3:1][C:2]1([CH3:20])[C:11]2[C:6](=[CH:7][C:8]([CH:12]([CH2:15][CH2:16][CH2:17][CH2:18][CH3:19])[C:13]([OH:25])=[O:14])=[CH:9][CH:10]=2)[O:5][CH2:4][CH2:3]1 |f:2.3|. Product: CC1(CCOC2=CC(=CC=C12)C(C(=O)O)CCCCC)C (2-(4,4-dimethyl-chroman-7-yl)-heptanoic acid). Reagents/catalysts: [Ru](Cl)(Cl)Cl (ruthenium chloride). The reactants are Cl (hydrochloric acid), I(=O)(=O)(=O)[O-].[Na+] (sodium periodate), CC1(CCOC2=CC(=CC=C12)C(CO)CCCCC)C (2-(4,4-dimethyl-chroman-7-yl)-heptan-1-ol), C(C)#N (acetonitrile). Reaction conditions: time 2 hour. Isolated yield 56.2%. Reported procedure: To a solution of 2-(4,4-dimethyl-chroman-7-yl)-heptan-1-ol (0.27 g, 0.98 mmole, from Example 1, step 6) in a mixture of 2 mL of carbon tetrachloride, 2 mL acetonitrile and 3 mL water, containing 3-5 mg of ruthenium chloride, was added 0.85 g of sodium periodate. The mixture was stirred at room temperature for 2 hours, diluted with 10 mL of water, and pH was adjusted to 2 with 10% hydrochloric acid. The mixture was extracted with three 10 mL portions of dichloromethane. The organic phase was drie... Starting materials: C(C)(C)(C)OC(=O)NC(C(=O)O)CC=C (2-[(tert-butoxycarbonyl)amino]pent-4-enoic acid), C([O-])([O-])=O.[K+].[K+] (potassium carbonate), IC (iodomethane). Run in CN(C=O)C (N,N-dimethylformamide). Conditions: temperature 0 celsius, time 15 minute. Product: C(C)(C)(C)OC(=O)NC(C(=O)OC)CC=C (methyl 2-[(tert-butoxycarbonyl)amino]pent-4-enoate). Yield: 98.6%. As a reaction SMILES: [C:1]([O:5][C:6]([NH:8][CH:9]([CH2:13][CH:14]=[CH2:15])[C:10]([OH:12])=[O:11])=[O:7])([CH3:4])([CH3:3])[CH3:2].[C:16](=O)([O-])[O-].[K+].[K+].IC>CN(C)C=O>[C:1]([O:5][C:6]([NH:8][CH:9]([CH2:13][CH:14]=[CH2:15])[C:10]([O:12][CH3:16])=[O:11])=[O:7])([CH3:4])([CH3:3])[CH3:2] |f:1.2.3|. Procedure details: A mixture of 2-[(tert-butoxycarbonyl)amino]pent-4-enoic acid (20.0 g), potassium carbonate (13.2 g) and N,N-dimethylformamide (100 mL) was stirred for 15 min. The mixture was cooled to 0° C., iodomethane (9.2 g) was added, and the mixture was stirred at room temperature for 2 hr. The reaction mixture was filtered, and the residue was washed with ethyl acetate. The filtrate was successively washed with 5% hydrochloric acid and brine, and dried over anhydrous sodium sulfate. Insoluble material was... The reactants are O=C(CCc1ccc(OCc2ccccc2)cc1)C1CCCC1, C1CCOC1, [Li]CCCC, CCC(=O)CC(=O)[O-], [H-], [Na+]. Yields the product O=C1CC(=O)OC(CCc2ccc(OCc3ccccc3)cc2)(C2CCCC2)C1. As a reaction SMILES: [CH2:16]([c:17]1[cH:18][cH:19][cH:20][cH:21][cH:22]1)[O:23][c:24]1[cH:25][cH:26][c:27]([CH2:30][CH2:31][C:32](=[O:33])[CH:34]2[CH2:35][CH2:36][CH2:37][CH2:38]2)[cH:28][cH:29]1.[CH2:39]1[O:40][CH2:41][CH2:42][CH2:43]1.[CH3:11][CH2:12][CH2:13][CH2:14][Li:15].[CH3:1][CH2:2][C:3]([CH2:4][C:5](=[O:6])[O-:7])=[O:8].[H-:10].[Na+:9]>>[CH2:2]1[C:3](=[O:8])[CH2:4][C:5](=[O:6])[O:33][C:32]1([CH2:31][CH2:30][c:27]1[cH:26][cH:25][c:24]([O:23][CH2:16][c:17]2[cH:18][cH:19][cH:20][cH:21][cH:22]2)[cH:29][cH:28]1)[CH:34]1[CH2:35][CH2:36][CH2:37][CH2:38]1.